Dataset: the Open Reaction Database (ORD), a public repository of structured organic reaction records. Task: describe an organic reaction: reactants, conditions, products, and yield As a reaction SMILES: [Br:1][C:2]1[CH:3]=[C:4]([OH:9])[CH:5]=[C:6]([CH3:8])[CH:7]=1.Br[CH2:11][C:12]([O:14][CH3:15])=[O:13].C(=O)([O-])[O-].[Cs+].[Cs+]>C(#N)C>[Br:1][C:2]1[CH:3]=[C:4]([CH:5]=[C:6]([CH3:8])[CH:7]=1)[O:9][CH2:11][C:12]([O:14][CH3:15])=[O:13] |f:2.3.4|. The product is BrC=1C=C(OCC(=O)OC)C=C(C1)C (methyl 3-bromo-5-methylphenoxyacetate). Procedure details: A solution of 7.0 g of 3-bromo-5-methylphenol and 5.97 g of methyl bromoacetate and also 13 g of caesium carbonate in 100 ml of acetonitrile is stirred overnight at room temperature. After customary working up, 9.70 g of methyl 3-bromo-5-methylphenoxyacetate (“AB”) are obtained. A suspension of 2.0 g of “AB”, 100 mg of tetrakis(triphenylphosphine)palladium and 0.85 g of sodium carbonate in 50 ml of toluene is heated to boiling. A solution of 2.94 g of 3-cyanophenylboronic acid in 30 ml of methan... Isolated yield 100.0%. Run in C(C)#N (acetonitrile). The reactants are BrC=1C=C(C=C(C1)C)O (3-bromo-5-methylphenol), BrCC(=O)OC (methyl bromoacetate), C([O-])([O-])=O.[Cs+].[Cs+] (caesium carbonate). The reactants are CN(C(=N)NC=1SC(C(N1)=O)=CC1=CC=C(C=C1)N1CCC(CC1)=O)C (N,N-dimethyl-N′-{4-oxo-5-[4-(4-oxo-piperidin-1-yl)-benzylidene]-4,5-dihydro-thiazol-2-yl}-guanidine), CN(C(=N)NC=1SC(C(N1)=O)=CC1=CC=C(C=C1)N1CCC(CC1)=O)C (N,N-dimethyl-N′-{4-oxo-5-[4-(4-oxo-piperidin-1-yl)-benzylidene]-4,5-dihydro-thiazol-2-yl}-guanidine), NC[C@@H](COC1=CC=CC=C1)O ((2S)-1-amino-3-phenoxy-propan-2-ol), NC[C@@H](COC1=CC=CC=C1)O ((2S)-1-amino-3-phenoxy-propan-2-ol). Product: O[C@@H](CNC1CCN(CC1)C1=CC=C(C=C2C(N=C(S2)NC(N(C)C)=N)=O)C=C1)COC1=CC=CC=C1 (N′-(5-{4-[4-((2S)-2-Hydroxy-3-phenoxy-propylamino)-piperidin-1-yl]-benzylidene}-4-oxo-4,5-dihydro-thiazol-2-yl)-N,N-dimethyl-guanidine). As a reaction SMILES: [CH3:1][N:2]([CH3:26])[C:3]([NH:5][C:6]1[S:7][C:8](=[CH:12][C:13]2[CH:18]=[CH:17][C:16]([N:19]3[CH2:24][CH2:23][C:22](=O)[CH2:21][CH2:20]3)=[CH:15][CH:14]=2)[C:9](=[O:11])[N:10]=1)=[NH:4].[NH2:27][CH2:28][C@H:29]([OH:38])[CH2:30][O:31][C:32]1[CH:37]=[CH:36][CH:35]=[CH:34][CH:33]=1>>[OH:38][C@H:29]([CH2:30][O:31][C:32]1[CH:37]=[CH:36][CH:35]=[CH:34][CH:33]=1)[CH2:28][NH:27][CH:22]1[CH2:23][CH2:24][N:19]([C:16]2[CH:17]=[CH:18][C:13]([CH:12]=[C:8]3[S:7][C:6]([NH:5][C:3](=[NH:4])[N:2]([CH3:1])[CH3:26])=[N:10][C:9]3=[O:11])=[CH:14][CH:15]=2)[CH2:20][CH2:21]1. Reported procedure: The title compound was prepared from N,N-dimethyl-N′-{4-oxo-5-[4-(4-oxo-piperidin-1-yl)-benzylidene]-4,5-dihydro-thiazol-2-yl}-guanidine(which was obtained in Intermediate 23) and (2S)-1-amino-3-phenoxy-propan-2-ol (which was obtained in Intermediate 3) according to the procedure of Example 1 as a yellowish solid; mp >205° C. (dec.); 1H NMR (300 MHz, DMSO-d6) δ 1.20-1.40 (m, 2 H), 1.75-1.95 (m, 2 H), 2.50-3.70 (m, 9H), 3.70-4.00 (m, 7H), 4.95 (brs, 1 H), 6.64-6.94 (m, 3 H), 7.01(d, J=8.9 Hz, 2 H... Reactants: ClCCN1C(CCC1)=O (1-(2-Chloroethyl)pyrrolidin-2-one), C([O-])([O-])=O.[K+].[K+] (potassium carbonate), [N+](=O)([O-])C=1C=NNC1 (4-nitro-1H-pyrazole). Solvent: C(C)#N (acetonitrile). Run at temperature 60 celsius, time 8 hour. Yields the product [N+](=O)([O-])C=1C=NN(C1)CCN1C(CCC1)=O (1-(2-(4-nitro-1H-pyrazol-1-yl)ethyl)pyrrolidin-2-one). The yield is 20.5%. RXN SMILES: Cl[CH2:2][CH2:3][N:4]1[CH2:8][CH2:7][CH2:6][C:5]1=[O:9].C(=O)([O-])[O-].[K+].[K+].[N+:16]([C:19]1[CH:20]=[N:21][NH:22][CH:23]=1)([O-:18])=[O:17]>C(#N)C>[N+:16]([C:19]1[CH:20]=[N:21][N:22]([CH2:2][CH2:3][N:4]2[CH2:8][CH2:7][CH2:6][C:5]2=[O:9])[CH:23]=1)([O-:18])=[O:17] |f:1.2.3|. Reported procedure: 1-(2-Chloroethyl)pyrrolidin-2-one (0.72 g, 4.8 mmol) was added to a solution of potassium carbonate (1.2 g, 8.7 mmol), 4-nitro-1H-pyrazole (0.5 g, 4.4 mmol) in dry acetonitrile (4 mL) and the reaction was stirred at 60° C. overnight. The solvent was concentrated in vacuo, then the residue was slurried in water, collected by filtration and dried in vacuo to afford 1-(2-(4-nitro-1H-pyrazol-1-yl)ethyl)pyrrolidin-2-one (0.21 g, 0.9 mmol). LC-MS (Method H), RT=1.23 min. (ES+) 225. Starting materials: C(C)OC(C(C=P(C1=CC=CC=C1)(C1=CC=CC=C1)C1=CC=CC=C1)=O)OCC ((3,3-diethoxy-2-oxopropylidene)(triphenyl)phosphorane), ClC=1C(=NN(C1OC(F)F)C)C1=CC(=C(C=C1)Cl)C=O (4-chloro-3-(4-chloro-3-formylphenyl)-5-difluoromethoxy-1-methyl-1H-pyrazole). The solvent is CN(C=O)C (dimethylformamide). Conditions: temperature 85 celsius. The product is ClC=1C(=NN(C1OC(F)F)C)C1=CC(=C(C=C1)Cl)C=CC(C(OCC)OCC)=O (4-Chloro-3-[4-chloro-3-(4,4-diethoxy-3-oxobut-1-en1-yl)phenyl]-5-difluoromethoxy-1-methyl-1H-pyrazole). As a reaction SMILES: [CH2:1]([O:3][CH:4]([O:27][CH2:28][CH3:29])[C:5](=[O:26])[CH:6]=P(C1C=CC=CC=1)(C1C=CC=CC=1)C1C=CC=CC=1)[CH3:2].[Cl:30][C:31]1[C:32]([C:41]2[CH:46]=[CH:45][C:44]([Cl:47])=[C:43]([CH:48]=O)[CH:42]=2)=[N:33][N:34]([CH3:40])[C:35]=1[O:36][CH:37]([F:39])[F:38]>CN(C)C=O>[Cl:30][C:31]1[C:32]([C:41]2[CH:46]=[CH:45][C:44]([Cl:47])=[C:43]([CH:48]=[CH:6][C:5](=[O:26])[CH:4]([O:27][CH2:28][CH3:29])[O:3][CH2:1][CH3:2])[CH:42]=2)=[N:33][N:34]([CH3:40])[C:35]=1[O:36][CH:37]([F:38])[F:39]. Procedure details: 5.1 g of (3,3-diethoxy-2-oxopropylidene)(triphenyl)phosphorane were added to a solution of 2 g (6.2 mmol) of 4-chloro-3-(4-chloro-3-formylphenyl)-5-difluoromethoxy-1-methyl-1H-pyrazole in 20 ml of dimethylformamide, and the mixture was hen heated at 80-90° C. for 5 hours. The mixture was then concentrated and the crude product thus obtained was purified by chromatography on silica gel (eluent: hexane/ethyl acetate=4:1). Yield: 2.1 g. Reactants: [BH4-].[Na+] (sodium borohydride), O (Water), O (water), O1[C@H]2[C@@H]1C(C[C@@H]1[C@@H](C[C@H]3[C@@H]4CC[C@H]([C@@H](CCCC(C)(C)O)C)[C@]4(CC[C@@H]3[C@@]21C)C)OS(=O)(=O)C)=O (1α,2α-epoxy-6β-methylsulfonyloxy-5α-cholestan-25-ol-3-one), [BH4-].[Li+] (Lithium borohydride). The solvent is O1CCCC1 (tetrahydrofuran). Reaction conditions: time 25 minute. Product: O[C@H]1CC(C[C@@H]2[C@@H](C[C@H]3[C@@H]4CC[C@H]([C@@H](CCCC(C)(C)O)C)[C@]4(CC[C@@H]3[C@@]12C)C)OS(=O)(=O)C)O (1α,25-dihydroxy-6β-methylsulfonyloxy-5α-cholestan-3-ol). Isolated yield 10.9%. RXN SMILES: [BH4-].[Na+].[O:3]1[C@H:5]2[C:6](=[O:37])[CH2:7][C@H:8]3[C@:29]([CH3:30])([C@@H:4]12)[C@@H:28]1[C@H:11]([C@H:12]2[C@:25]([CH3:31])([CH2:26][CH2:27]1)[C@@H:15]([C@H:16]([CH3:24])[CH2:17][CH2:18][CH2:19][C:20]([OH:23])([CH3:22])[CH3:21])[CH2:14][CH2:13]2)[CH2:10][C@H:9]3[O:32][S:33]([CH3:36])(=[O:35])=[O:34].[BH4-].[Li+].O>O1CCCC1>[OH:3][C@@H:4]1[C@@:29]2([CH3:30])[C@@H:8]([C@H:9]([O:32][S:33]([CH3:36])(=[O:35])=[O:34])[CH2:10][C@@H:11]3[C@@H:28]2[CH2:27][CH2:26][C@@:25]2([CH3:31])[C@H:12]3[CH2:13][CH2:14][C@@H:15]2[C@H:16]([CH3:24])[CH2:17][CH2:18][CH2:19][C:20]([OH:23])([CH3:22])[CH3:21])[CH2:7][CH:6]([OH:37])[CH2:5]1 |f:0.1,3.4|. Reported procedure: To 1-molar diborane-tetrahydrofuran complex (not stabilized with sodium borohydride, 157 ml) cooled in an ice bath, was added dropwise over about 25 minutes a solution of 1α,2α-epoxy-6β-methylsulfonyloxy-5α-cholestan-25-ol-3-one (20.0 g, 0.392 mole), in tetrahydrofuran (100 ml) with stirring under an atmosphere of nitrogen. After the addition was complete, the solution was stirred for about 25 minutes. Lithium borohydride (3.40 g, 0.155 mole) was added in 1 portion to the reaction mixture, with ...